Dataset: the Open Reaction Database (ORD), a public repository of structured organic reaction records. Task: describe an organic reaction: reactants, conditions, products, and yield The reactants are hydroxy amino, CSC1=C2CCCC(C2=C(C=C1)OC)=O (5-methylthio-8-methoxy-1,2,3,4-tetrahydro-1-naphthalenone), C[Si](C)(C)C#N (trimethylsilylcyanide), Cl (HCl), [H-].[Al+3].[Li+].[H-].[H-].[H-] (lithium aluminum hydride). Product: Cl.NCC1=CCCC2=C(C=CC(=C12)OC)SC (1-aminomethyl-5-methylthio-8-methoxy-3,4-dihydronaphthalene HCl). RXN SMILES: [CH3:1][S:2][C:3]1[CH:12]=[CH:11][C:10]([O:13][CH3:14])=[C:9]2[C:4]=1[CH2:5][CH2:6][CH2:7][C:8]2=O.C[Si]([C:20]#[N:21])(C)C.[H-].[Al+3].[Li+].[H-].[H-].[H-].[ClH:28]>>[ClH:28].[NH2:21][CH2:20][C:8]1[C:9]2[C:4](=[C:3]([S:2][CH3:1])[CH:12]=[CH:11][C:10]=2[O:13][CH3:14])[CH2:5][CH2:6][CH:7]=1 |f:2.3.4.5.6.7,9.10|. Procedure: 5-methylthio-8-methoxy-1,2,3,4-tetrahydro-1-naphthalenone is reacted with trimethylsilylcyanide followed by lithium aluminum hydride, and the resulting intermediate hydroxy amino compound is dehydrated with HCl, according to the procedure of Examples 1 and 3, to yield 1-aminomethyl-5-methylthio-8-methoxy-3,4-dihydronaphthalene HCl. Reactants: BrC=1C=NC=CC1C=CCCCC (3-bromo-4-(hex-1-en-1-yl)pyridine), BrC=1C=NC=CC1C=O (3-bromo-4-pyridinecarboxaldehyde). Reagents/catalysts: [Br-].C(C)[P+](C1=CC=CC=C1)(C1=CC=CC=C1)C1=CC=CC=C1 (ethyltriphenylphosphonium bromide). Product: BrC=1C=NC=CC1C=CC (3-bromo-4-[prop-1-en-1-yl]pyridine). RXN SMILES: [Br:1][C:2]1[CH:3]=[N:4][CH:5]=[CH:6][C:7]=1[CH:8]=[CH:9][CH2:10]CCC.BrC1C=NC=CC=1C=O>[Br-].C([P+](C1C=CC=CC=1)(C1C=CC=CC=1)C1C=CC=CC=1)C>[Br:1][C:2]1[CH:3]=[N:4][CH:5]=[CH:6][C:7]=1[CH:8]=[CH:9][CH3:10] |f:2.3|. Reported procedure: Following the general method as outlined in Intermediate 12, starting from 3-bromo-4-pyridinecarboxaldehyde (Aldrich) and ethyltriphenylphosphonium bromide, the title compound (mixture of cis and trans isomers) was obtained as a colorless liquid after purification by flash column chromatography, eluting with cyclohexane containing increasing amounts of EtOAc. Reactants: [Cl-].[NH4+] (ammonium chloride), FC1=CC=C2C=CN(C2=C1)[Si](C(C)C)(C(C)C)C(C)C (6-fluoro-1-triisopropylsilylindole), C(OCC)(OCC)=O (diethyl carbonate), C(C)(CC)[Li] (sec-butyllithium). Run in O1CCCC1 (tetrahydrofuran). Reaction conditions: temperature -78 celsius, time 2 hour. The product is C(=O)(OCC)C=1C=C2C=CN(C2=CC1F)[Si](C(C)C)(C(C)C)C(C)C (5-carboethoxy-6-fluoro-1-triisopropylsilylindole). Yield: 46.9%. RXN SMILES: [F:1][C:2]1[CH:10]=[C:9]2[C:5]([CH:6]=[CH:7][N:8]2[Si:11]([CH:18]([CH3:20])[CH3:19])([CH:15]([CH3:17])[CH3:16])[CH:12]([CH3:14])[CH3:13])=[CH:4][CH:3]=1.C([Li])(CC)C.[C:26](=O)([O:30]CC)[O:27][CH2:28][CH3:29].[Cl-].[NH4+]>O1CCCC1>[C:26]([C:3]1[CH:4]=[C:5]2[C:9](=[CH:10][C:2]=1[F:1])[N:8]([Si:11]([CH:15]([CH3:17])[CH3:16])([CH:18]([CH3:20])[CH3:19])[CH:12]([CH3:13])[CH3:14])[CH:7]=[CH:6]2)([O:27][CH2:28][CH3:29])=[O:30] |f:3.4|. Reported procedure: To a solution of 760 mg (2.61 mmol) of 6-fluoro-1-triisopropylsilylindole dissolved in 6 ml of anhydrous tetrahydrofuran are added dropwise at −78° C. under argon 2.01 ml of a sec-butyllithium solution (1.3M in cyclohexane, 2.01 mmol). The reaction mixture is stirred for 2 h at −78° C. then 500 μL (3.15 mmol) of diethyl carbonate are added dropwise at −78° C. to the reaction mixture. This mixture is stirred for 5 h with a gentle temperature rise then an ammonium chloride saturated aqueous soluti... The reactants are CN(C)C=O, O=C(Cl)C(=O)Cl, ClCCl, O=C(O)c1ccc(-c2nc(-c3ccc4c(c3)OCO4)c(-c3ccccn3)[nH]2)cc1. The product is O=C(Cl)c1ccc(-c2nc(-c3ccc4c(c3)OCO4)c(-c3ccccn3)[nH]2)cc1. As a reaction SMILES: [CH3:36][N:37]([CH3:38])[CH:39]=[O:40].[Cl:30][C:31]([C:32]([Cl:33])=[O:34])=[O:35].[Cl:41][CH2:42][Cl:43].[O:1]1[CH2:2][O:3][c:4]2[c:5]1[cH:6][cH:7][c:8](-[c:10]1[n:11][c:12](-[c:21]3[cH:22][cH:23][c:24]([C:25](=[O:26])[OH:27])[cH:28][cH:29]3)[nH:13][c:14]1-[c:15]1[n:16][cH:17][cH:18][cH:19][cH:20]1)[cH:9]2>>[O:1]1[CH2:2][O:3][c:4]2[c:5]1[cH:6][cH:7][c:8](-[c:10]1[n:11][c:12](-[c:21]3[cH:22][cH:23][c:24]([C:25](=[O:26])[Cl:30])[cH:28][cH:29]3)[nH:13][c:14]1-[c:15]1[n:16][cH:17][cH:18][cH:19][cH:20]1)[cH:9]2. The product is OCC=1N(C(SC1)=S)C1=C(C(=C(C=C1)F)F)F (4-hydroxymethyl-3-(2,3,4-trifluorophenyl)-2(3H)-1,3-thiazolethione). Solvent: C(C)O (ethanol). Procedure: That is, first the compound (VI) is obtained from the compound (V) in the same manner as in the process (a). The compound (VI) is then reacted with 1-acetoxy-3-halogenoacetone in an organic solvent such as chloroform, methylene chloride or a lower alcohol to give 3-acetoxy-2-oxopropyl N-(2,3,4-trifluorophenyl)dithiocarbamate (XVI). The compound (XVI) is then heated with an inorganic acid such as hydrochloric acid or sulfuric acid in a lower alcohol such as ethanol to give 4-hydroxymethyl-3-(2,3,... As a reaction SMILES: [F:1][C:2]1[C:7]([F:8])=[C:6]([F:9])[CH:5]=[CH:4][C:3]=1[NH:10][C:11](=[S:21])[S:12][CH2:13][C:14](=O)[CH2:15][O:16]C(=O)C.Cl.S(=O)(=O)(O)O>C(O)C>[OH:16][CH2:15][C:14]1[N:10]([C:3]2[CH:4]=[CH:5][C:6]([F:9])=[C:7]([F:8])[C:2]=2[F:1])[C:11](=[S:21])[S:12][CH:13]=1. The reactants are FC1=C(C=CC(=C1F)F)NC(SCC(COC(C)=O)=O)=S (3-acetoxy-2-oxopropyl N-(2,3,4-trifluorophenyl)dithiocarbamate), Cl (hydrochloric acid), S(O)(O)(=O)=O (sulfuric acid), alcohol. The reactants are N1C=CC2=CC=CN=C12 (7-azaindole), Cl.CNC (dimethylamine hydrochloride), C=O (formaldehyde). The solvent is C(C)(C)O (isopropyl alcohol). Reaction conditions: temperature 20 celsius, time 12 hour. Product: CN(CC1=CNC2=NC=CC=C21)C (Dimethyl-(1H-pyrrolo[2,3-b]pyridin-3-ylmethyl)-amine). Reaction SMILES: [NH:1]1[C:9]2[C:4](=[CH:5][CH:6]=[CH:7][N:8]=2)[CH:3]=[CH:2]1.Cl.[CH3:11][NH:12][CH3:13].[CH2:14]=O>C(O)(C)C>[CH3:11][N:12]([CH3:14])[CH2:13][C:3]1[C:4]2[C:9](=[N:8][CH:7]=[CH:6][CH:5]=2)[NH:1][CH:2]=1 |f:1.2|. Procedure details: 1H-Pyrrolo[2,3-b]pyridine (94, 5.0 g, 42 mmol), dimethylamine hydrochloride (3.8 g, 46 mmol), formaldehyde (1.4 g, 46 mmol) and isopropyl alcohol (220.0 mL) were combined in a pressure tube. The reaction mixture was stirred at 20° C. for 12 hours and then refluxed for 2 hours. The clear solution was evaporated to dryness in vacuo. Water (40 mL) and concentrated hydrochloric acid (4 mL) were added to the residue. The mixture was extracted with ether and then made strongly basic with potassium car... The reactants are CCS, CC(=O)O, CN(C)C=O, Cc1c[nH]c(=O)nc1-n1cncn1, [H-], [Na+]. Product: CCSc1nc(=O)[nH]cc1C. As a reaction SMILES: [CH2:3]([CH3:4])[SH:5].[CH3:19][C:20](=[O:21])[OH:22].[CH3:23][N:24]([CH3:25])[CH:26]=[O:27].[CH3:6][c:7]1[c:8](-[n:14]2[cH:15][n:16][cH:17][n:18]2)[n:9][c:10](=[O:13])[nH:11][cH:12]1.[H-:1].[Na+:2]>>[CH2:3]([CH3:4])[S:5][c:8]1[c:7]([CH3:6])[cH:12][nH:11][c:10](=[O:13])[n:9]1.